From a dataset of the Open Reaction Database (ORD), a public repository of structured organic reaction records. describe an organic reaction: reactants, conditions, products, and yield Starting materials: FC=1C=C2C3CCCCC3N3C2=C(C1)C(C(=C3)C(=O)OCC)=O (ethyl 2-fluoro-7a,8,9,10,11,11a-hexahydro-4-oxo-4H-pyrido[3,2,1-jk]carbazol-5-carboxylate), O.NN (hydrazine hydrate). Run in CO (methanol). Product: O.FC=1C=C2C3CCCCC3N3C2=C(C1)C(C(=C3)C(=O)NN)=O (2-fluoro-7a,8,9,10,11,11a-hexahydro-4-oxo-4H-pyrido[3,2,1-jk]carbazol-5-carbohydrazide monohydrate). As a reaction SMILES: [F:1][C:2]1[CH:3]=[C:4]2[C:12]3=[C:13]([C:15](=[O:23])[C:16]([C:18](OCC)=[O:19])=[CH:17][N:11]3[CH:10]3[CH:5]2[CH2:6][CH2:7][CH2:8][CH2:9]3)[CH:14]=1.O.[NH2:25][NH2:26]>CO>[OH2:19].[F:1][C:2]1[CH:3]=[C:4]2[C:12]3=[C:13]([C:15](=[O:23])[C:16]([C:18]([NH:25][NH2:26])=[O:19])=[CH:17][N:11]3[CH:10]3[CH:5]2[CH2:6][CH2:7][CH2:8][CH2:9]3)[CH:14]=1 |f:1.2,4.5|. Procedure: 2 g of ethyl 2-fluoro-7a,8,9,10,11,11a-hexahydro-4-oxo-4H-pyrido[3,2,1-jk]carbazol-5-carboxylate was dissolved in 80 ml of methanol, and 5 ml of hydrazine hydrate was added thereto. The mixture was then heated while refluxing. The precipitated yellow needle crystals were separated by filtration, and recrystallized from ethanol to obtain 1.7 g of 2-fluoro-7a,8,9,10,11,11a-hexahydro-4-oxo-4H-pyrido[3,2,1-jk]carbazol-5-carbohydrazide monohydrate.